describe an organic reaction: reactants, conditions, products, and yield From a dataset of the Open Reaction Database (ORD), a public repository of structured organic reaction records. Reactants: C(=O)(O)[O-].[Na+] (NaHCO3), O(C1=CC=CC=C1)C=1C(=NC=CC1)N (3-phenoxypyridin-2-amine), BrBr (bromine), BrBr (bromine). The solvent is C(Cl)(Cl)Cl (CHCl3). Run at temperature 0 celsius, time 1 hour. The product is BrC=1C=C(C(=NC1)N)OC1=CC=CC=C1 (5-bromo-3-phenoxypyridin-2-amine). The yield is 70.6%. RXN SMILES: [O:1]([C:8]1[C:9]([NH2:14])=[N:10][CH:11]=[CH:12][CH:13]=1)[C:2]1[CH:7]=[CH:6][CH:5]=[CH:4][CH:3]=1.[Br:15]Br.C([O-])(O)=O.[Na+]>C(Cl)(Cl)Cl>[Br:15][C:12]1[CH:13]=[C:8]([O:1][C:2]2[CH:3]=[CH:4][CH:5]=[CH:6][CH:7]=2)[C:9]([NH2:14])=[N:10][CH:11]=1 |f:2.3|. Reported procedure: A 3 L flask was charged with 3-phenoxypyridin-2-amine (63.6 g, 342 mmol) and CHCl3 (1500 mL). The reaction was cooled to 0° C. and bromine (21.0 mL, 410 mmol) was added dropwise. The reaction was stirred for 1 hour. Another 1 mL of bromine was added and the reaction was poured into saturated aqueous NaHCO3 (1500 mL) and extracted with CH2Cl2. The organic layer was dried with sodium sulfate and 25 g charcoal. The mixture was filtered through Celite and concentrated in vacuo. The residue was disso...